From a dataset of the Open Reaction Database (ORD), a public repository of structured organic reaction records. describe an organic reaction: reactants, conditions, products, and yield Starting materials: ClC1=C(C=C(C=C1)OCCOC)C (1-chloro-4-(2-methoxyethoxy)-2-methylbenzene), C1CC(=O)N(C1=O)Br (NBS), C(C1=CC=CC=C1)(=O)OOC(C1=CC=CC=C1)=O (benzoyl peroxide). Solvent: C(Cl)(Cl)(Cl)Cl (CCl4). Product: BrCC1=C(C=CC(=C1)OCCOC)Cl (2-(Bromomethyl)-1-chloro-4-(2-methoxyethoxy)benzene). Reaction SMILES: [Cl:1][C:2]1[CH:7]=[CH:6][C:5]([O:8][CH2:9][CH2:10][O:11][CH3:12])=[CH:4][C:3]=1[CH3:13].C1C(=O)N([Br:21])C(=O)C1.C(OOC(=O)C1C=CC=CC=1)(=O)C1C=CC=CC=1>C(Cl)(Cl)(Cl)Cl>[Br:21][CH2:13][C:3]1[CH:4]=[C:5]([O:8][CH2:9][CH2:10][O:11][CH3:12])[CH:6]=[CH:7][C:2]=1[Cl:1]. Procedure: A mixture of 1-chloro-4-(2-methoxyethoxy)-2-methylbenzene (1 eq.) from the previous step, NBS (1.1 eq.) and benzoyl peroxide (0.05 eq.) in CCl4 (0.2 M) was refluxed for 2 h. The volatiles were then removed in vacuo and the resulting residue was suspended in hexanes. The insolubles were removed via filtration and washed further with hexanes. The filtrate was concentrated in vacuo to afford the title compound as a colorless oil.